From a dataset of the Open Reaction Database (ORD), a public repository of structured organic reaction records. describe an organic reaction: reactants, conditions, products, and yield Starting materials: S(C1=C(C=C(C(=C1)C1CCCCC1)O)C)C1=C(C=C(C(=C1)C1CCCCC1)O)C (4,4'-thiobis(6-cyclohexyl-3-methylphenol)), OO (hydrogen peroxide). Solvent: CO (methanol). Run at time 8 hour. The product is S(=O)(C1=C(C=C(C(=C1)C1CCCCC1)O)C)C1=C(C=C(C(=C1)C1CCCCC1)O)C (4,4'-sulfinylbis(6-cyclohexyl-3-methylphenol)). As a reaction SMILES: [S:1]([C:16]1[CH:21]=[C:20]([CH:22]2[CH2:27][CH2:26][CH2:25][CH2:24][CH2:23]2)[C:19]([OH:28])=[CH:18][C:17]=1[CH3:29])[C:2]1[CH:7]=[C:6]([CH:8]2[CH2:13][CH2:12][CH2:11][CH2:10][CH2:9]2)[C:5]([OH:14])=[CH:4][C:3]=1[CH3:15].[OH:30]O>CO>[S:1]([C:16]1[CH:21]=[C:20]([CH:22]2[CH2:27][CH2:26][CH2:25][CH2:24][CH2:23]2)[C:19]([OH:28])=[CH:18][C:17]=1[CH3:29])([C:2]1[CH:7]=[C:6]([CH:8]2[CH2:13][CH2:12][CH2:11][CH2:10][CH2:9]2)[C:5]([OH:14])=[CH:4][C:3]=1[CH3:15])=[O:30]. Procedure details: To a solution of crude oily 4,4'-thiobis(6-cyclohexyl-3-methylphenol) (10.5 g) in methanol (40 ml) is gradually added dropwise 30% hydrogen peroxide (6.5 g) at room temperature. The mixture is stirred for a while at the same temperature, and left standing at 50° C. for 3 hours and overnight at room temperature. The precipitated crystals are filtered off, washed with cool methanol and dried to give 4,4'-sulfinylbis(6-cyclohexyl-3-methylphenol), m.p. 151°-153° C. Reactants: NC1=C2C(=NC=C1Cl)OCO2 (4-amino-5-chloro-2,3-methylenedioxypyridine), [H-].[Na+] (sodium hydride), [ 24 ], resultant mixture, C(C)(C)(C)OC(=O)N1CCC(CC1)COC1=C(C=C2C(=NC=NC2=C1)Cl)OC (7-(N-tert-butoxycarbonylpiperidin-4-ylmethoxy)-4-chloro-6-methoxyquinazoline). Solvent: CN(C)C=O (DMF), CN(C)C=O (DMF), CN(C)C=O (DMF). Conditions: time 15 minute. Yields the product C(C)(C)(C)OC(=O)N1CCC(CC1)COC1=C(C=C2C(=NC=NC2=C1)NC1=C2C(=NC=C1Cl)OCO2)OC (7-(N-tert-butoxycarbonylpiperidin-4-ylmethoxy)-4-(5-chloro-2,3-methylenedioxypyrid-4-ylamino)-6-methoxyquinazoline). RXN SMILES: [NH2:1][C:2]1[C:7]([Cl:8])=[CH:6][N:5]=[C:4]2[O:9][CH2:10][O:11][C:3]=12.[H-].[Na+].[C:14]([O:18][C:19]([N:21]1[CH2:26][CH2:25][CH:24]([CH2:27][O:28][C:29]2[CH:38]=[C:37]3[C:32]([C:33](Cl)=[N:34][CH:35]=[N:36]3)=[CH:31][C:30]=2[O:40][CH3:41])[CH2:23][CH2:22]1)=[O:20])([CH3:17])([CH3:16])[CH3:15]>CN(C=O)C>[C:14]([O:18][C:19]([N:21]1[CH2:26][CH2:25][CH:24]([CH2:27][O:28][C:29]2[CH:38]=[C:37]3[C:32]([C:33]([NH:1][C:2]4[C:7]([Cl:8])=[CH:6][N:5]=[C:4]5[O:9][CH2:10][O:11][C:3]=45)=[N:34][CH:35]=[N:36]3)=[CH:31][C:30]=2[O:40][CH3:41])[CH2:23][CH2:22]1)=[O:20])([CH3:17])([CH3:16])[CH3:15] |f:1.2|. Procedure: Using a similar procedure to that described in Example 1, a solution of 4-amino-5-chloro-2,3-methylenedioxypyridine (0.193 g) in DMF (2 ml) was added to a stirred suspension of sodium hydride (60% dispersion in mineral oil, 0.048 g) in DMF (2 ml) and the mixture was stirred at ambient temperature for 15 minutes. A solution of 7-(N-tert-butoxycarbonylpiperidin-4-ylmethoxy)-4-chloro-6-methoxyquinazoline [International Patent Application WO 02/16352 (Note [24] within Example 2 thereof; 0.38 g] in D... Reactants: C[S-], COc1cc(C(=O)CC(=O)C(F)(F)F)ccc1-c1cscn1, [Na+], CN(C)C=O, O. Yields the product O=C(CC(=O)C(F)(F)F)c1ccc(-c2cscn2)c(O)c1. As a reaction SMILES: [CH3:23][S-:24].[F:1][C:2]([C:3]([CH2:4][C:5](=[O:6])[c:7]1[cH:8][c:9]([O:18][CH3:19])[c:10](-[c:13]2[n:14][cH:15][s:16][cH:17]2)[cH:11][cH:12]1)=[O:20])([F:21])[F:22].[Na+:25].[O:27]=[CH:28][N:29]([CH3:30])[CH3:31].[OH2:26]>>[F:1][C:2]([C:3]([CH2:4][C:5](=[O:6])[c:7]1[cH:8][c:9]([OH:18])[c:10](-[c:13]2[n:14][cH:15][s:16][cH:17]2)[cH:11][cH:12]1)=[O:20])([F:21])[F:22]. Starting materials: CCCCCCCCC=CCCCCCCCC(=O)OC, NC1CCCCC1N. The product is CCCCCCCCC=CCCCCCCCC(=O)NC1CCCCC1N. As a reaction SMILES: [C:9]([CH2:10][CH2:11][CH2:12][CH2:13][CH2:14][CH2:15][CH2:16][CH:17]=[CH:18][CH2:19][CH2:20][CH2:21][CH2:22][CH2:23][CH2:24][CH2:25][CH3:26])(=[O:27])[O:28][CH3:29].[NH2:1][CH:2]1[CH:3]([NH2:8])[CH2:4][CH2:5][CH2:6][CH2:7]1>>[NH:1]([CH:2]1[CH:3]([NH2:8])[CH2:4][CH2:5][CH2:6][CH2:7]1)[C:9]([CH2:10][CH2:11][CH2:12][CH2:13][CH2:14][CH2:15][CH2:16][CH:17]=[CH:18][CH2:19][CH2:20][CH2:21][CH2:22][CH2:23][CH2:24][CH2:25][CH3:26])=[O:27]. Reactants: BrC=1C=NC=CC1CO ((3-bromo-pyridin-4-yl)-methanol), FC1=CC=C(C=C1)O (4-fluoro-phenol), C1=CC=C(C=C1)P(C2=CC=CC=C2)C3=CC=CC=C3 (PPh3), N(=NC(=O)OC(C)(C)C)C(=O)OC(C)(C)C (di-tert-butyl azodicarboxylate). Solvent: C1CCOC1 (THF), C1CCOC1 (THF). Conditions: time 16 hour. Product: BrC=1C=NC=CC1COC1=CC=C(C=C1)F (3-bromo-4-(4-fluoro-phenoxymethyl)-pyridine). Yield: 92.5%. Reaction SMILES: [Br:1][C:2]1[CH:3]=[N:4][CH:5]=[CH:6][C:7]=1[CH2:8][OH:9].[F:10][C:11]1[CH:16]=[CH:15][C:14](O)=[CH:13][CH:12]=1.C1C=CC(P(C2C=CC=CC=2)C2C=CC=CC=2)=CC=1.N(C(OC(C)(C)C)=O)=NC(OC(C)(C)C)=O>C1COCC1>[Br:1][C:2]1[CH:3]=[N:4][CH:5]=[CH:6][C:7]=1[CH2:8][O:9][C:14]1[CH:15]=[CH:16][C:11]([F:10])=[CH:12][CH:13]=1. Procedure: To a solution of (3-bromo-pyridin-4-yl)-methanol (650 mg, 3.5 mmol), 4-fluoro-phenol (260 mg, 2.3 mmol) and PPh3 (1.7 g, 6.4 mmol) in THF (50 mL) is added a solution of di-tert-butyl azodicarboxylate (1.2 g, 5 mmol) in THF at 0° C. After addition, the mixture is stirred at room temperature for 16 hrs. The solvent is removed and the residue is purified by flash column chromatography to give 600 mg of 3-bromo-4-(4-fluoro-phenoxymethyl)-pyridine.